From a dataset of the Open Reaction Database (ORD), a public repository of structured organic reaction records. describe an organic reaction: reactants, conditions, products, and yield Reactants: C[C@H](C(F)(F)F)NCC1=CC=C(C#N)C=C1 ((R)-4-[(1-methyl-2,2,2-trifluoro-ethylamino)-methyl]-benzonitrile), [BH4-].[Na+] (sodium borohydride). The reagents and catalysts are O.O.O.O.O.O.[Co](Cl)Cl (cobalt(II) chloride hexahydrate). The solvent is CO (methanol). The product is C[C@H](C(F)(F)F)NCC1=CC=C(CN)C=C1 ((R)-4-[(1-Methyl-2,2,2-trifluoro-ethylamino)-methyl]-benzylamine). Yield: 56.6%. Reaction SMILES: [CH3:1][C@@H:2]([NH:7][CH2:8][C:9]1[CH:16]=[CH:15][C:12]([C:13]#[N:14])=[CH:11][CH:10]=1)[C:3]([F:6])([F:5])[F:4].[BH4-].[Na+]>CO.O.O.O.O.O.O.[Co](Cl)Cl>[CH3:1][C@@H:2]([NH:7][CH2:8][C:9]1[CH:10]=[CH:11][C:12]([CH2:13][NH2:14])=[CH:15][CH:16]=1)[C:3]([F:5])([F:6])[F:4] |f:1.2,4.5.6.7.8.9.10|. Reported procedure: Add cobalt(II) chloride hexahydrate (1.45 g, 6.09 mmol) to a solution of (R)-4-[(1-methyl-2,2,2-trifluoro-ethylamino)-methyl]-benzonitrile (695 mg, 3.045 mmol) in methanol (20 mL). Add sodium borohydride (1.15 g, 30.45 mmol) in small batches and stir at room temperature for 3 h. Quench with water, add chloroform and filter the mixture through Celite®. Separate layers and extract the aqueous phase twice with chloroform. Dry the combined organic extracts over MgSO4, filter and concentrate in vacuo... The reactants are NC1=C(C(=O)C2=CC=CC=C2)C=C(C=C1)Cl (2-amino-5-chlorobenzophenone), cupric chloride, t-butylnitrile, C(C=C)#N (acrylonitrile), CCOCC (ether), ClC1=C(C(=O)C2=CC=CC=C2)C=C(C=C1)Cl (2,5-dichlorobenzophenone). Solvent: C(C)#N (acetonitrile), C(C)#N (acetonitrile), petroleum ether, Cl (hydrochloric acid), O (water). Reaction conditions: time 2 hour. The product is ClC(C#N)CC1=C(C=C(C=C1)Cl)C(C1=CC=CC=C1)=O (α,4-Dichloro-2-(benzoyl)-benzenepropanenitrile). Reaction SMILES: N[C:2]1[CH:15]=[CH:14][C:13]([Cl:16])=[CH:12][C:3]=1[C:4]([C:6]1[CH:11]=[CH:10][CH:9]=[CH:8][CH:7]=1)=[O:5].[C:17](#[N:20])[CH:18]=[CH2:19].[Cl:21]C1C=CC(Cl)=CC=1C(C1C=CC=CC=1)=O.CCOCC>C(#N)C.Cl.O>[Cl:21][CH:18]([CH2:19][C:2]1[CH:15]=[CH:14][C:13]([Cl:16])=[CH:12][C:3]=1[C:4](=[O:5])[C:6]1[CH:11]=[CH:10][CH:9]=[CH:8][CH:7]=1)[C:17]#[N:20]. Procedure: A solution of 92.7 g (0.4 mole) of 2-amino-5-chlorobenzophenone in 250 ml of acetonitrile was added to a mixture of 70 g (0.52 mole) of cupric chloride, 65 g (0.63 mole) of t-butylnitrile, 500 ml of acrylonitrile, and 500 ml of acetonitrile. When the addition was complete stirring at room temperature was continued for 2 hr. The mixture was diluted with 80 ml of 6 N hydrochloric acid and 1500 ml of water, extracted with ether and dried over anhydrous sodium sulfate. The ether solution was concent... Reactants: C(C)C=1NC(=C(C1CC(C)C)C)C(=O)OCC (2-Ethyl-3-isobutyl-4-methyl-5-carbethoxy-pyrrole), C=O (paraformaldehye). Product: C(C)C=1NC(=C(C1CC(C)C)C)C (2-ethyl-3-isobutyl-4,5-dimethylpyrrole). As a reaction SMILES: [CH2:1]([C:3]1[NH:4][C:5]([C:13](OCC)=O)=[C:6]([CH3:12])[C:7]=1[CH2:8][CH:9]([CH3:11])[CH3:10])[CH3:2].C=O>>[CH2:1]([C:3]1[NH:4][C:5]([CH3:13])=[C:6]([CH3:12])[C:7]=1[CH2:8][CH:9]([CH3:10])[CH3:11])[CH3:2]. Reported procedure: 2-Ethyl-3-isobutyl-4-methyl-5-carbethoxy-pyrrole was reductively alkylated with paraformaldehye to yield 2-ethyl-3-isobutyl-4,5-dimethylpyrrole ##STR108## The reactants are C(C1=CC=CC=C1)OC=1C=CC(=C(C1)C1=NC=2C(=NC=CC2)N1)OC(C)C (2-[5-(benzyloxy)-2-isopropoxyphenyl]-3H-imidazo[4,5-b]pyridine), ClC1=CC(=CC=C1)C(=O)OO (m-chloroperbenzoic acid). Solvent: C(Cl)(Cl)Cl (chloroform). Yields the product C(C1=CC=CC=C1)OC=1C=CC(=C(C1)C1=NC=2C(=[N+](C=CC2)[O-])N1)OC(C)C (2-[5-(benzyloxy)-2-isopropoxyphenyl]-3H-imidazo[4,5-b]pyridine 4-oxide). RXN SMILES: [CH2:1]([O:8][C:9]1[CH:10]=[CH:11][C:12]([O:24][CH:25]([CH3:27])[CH3:26])=[C:13]([C:15]2[NH:23][C:18]3=[N:19][CH:20]=[CH:21][CH:22]=[C:17]3[N:16]=2)[CH:14]=1)[C:2]1[CH:7]=[CH:6][CH:5]=[CH:4][CH:3]=1.ClC1C=CC=C(C(OO)=[O:36])C=1>C(Cl)(Cl)Cl>[CH2:1]([O:8][C:9]1[CH:10]=[CH:11][C:12]([O:24][CH:25]([CH3:27])[CH3:26])=[C:13]([C:15]2[NH:23][C:18]3=[N+:19]([O-:36])[CH:20]=[CH:21][CH:22]=[C:17]3[N:16]=2)[CH:14]=1)[C:2]1[CH:7]=[CH:6][CH:5]=[CH:4][CH:3]=1. Procedure details: A solution (10 ml) of 2-[5-(benzyloxy)-2-isopropoxyphenyl]-3H-imidazo[4,5-b]pyridine (0.2 g) and m-chloroperbenzoic acid (0.15 g) in chloroform was stirred at room temperature for 18 hr. The reaction mixture was washed with aqueous sodium hydrogencarbonate solution, dried over magnesium sulfate and concentrated to give the title compound as colorless crystals. purity 80%. M+H: 376. The reactants are OC=1C2=C(C(N(C1C(=O)OC)C)=O)N(N=C2)CC2=CC=C(C=C2)OC (methyl 4-hydroxy-1-(4-methoxybenzyl)-6-methyl-7-oxo-6,7-dihydro-1H-pyrazolo[3,4-c]pyridine-5-carboxylate), TEA, [O-]S(=O)(=O)C(F)(F)F (triflate), CC=1C=C(C=CC1C)B(O)O ((3,4-dimethylphenyl)boronic acid), S(=O)(=O)(C(F)(F)F)OS(=O)(=O)C(F)(F)F (triflic anhydride), C([O-])([O-])=O.[Na+].[Na+] (sodium carbonate). Reagents/catalysts: C=1C=CC(=CC1)[P](C=2C=CC=CC2)(C=3C=CC=CC3)[Pd]([P](C=4C=CC=CC4)(C=5C=CC=CC5)C=6C=CC=CC6)([P](C=7C=CC=CC7)(C=8C=CC=CC8)C=9C=CC=CC9)[P](C=1C=CC=CC1)(C=1C=CC=CC1)C=1C=CC=CC1 (Palladium tetrakis). Run in O (water), CCOC(=O)C (EtOAc), ClCCl (dichloromethane), O1CCOCC1 (1,4-dioxane), O (water). Run at temperature 0 celsius. Product: CC=1C=C(C=CC1C)C=1C2=C(C(N(C1C(=O)OC)C)=O)N(N=C2)CC2=CC=C(C=C2)OC (Methyl 4-(3,4-dimethylphenyl)-1-(4-methoxybenzyl)-6-methyl-7-oxo-6,7-dihydro-1H-pyrazolo[3,4-c]pyridine-5-carboxylate). The yield is 87.9%. RXN SMILES: O[C:2]1[C:3]2[CH:16]=[N:15][N:14]([CH2:17][C:18]3[CH:23]=[CH:22][C:21]([O:24][CH3:25])=[CH:20][CH:19]=3)[C:4]=2[C:5](=[O:13])[N:6]([CH3:12])[C:7]=1[C:8]([O:10][CH3:11])=[O:9].S(OS(C(F)(F)F)(=O)=O)(C(F)(F)F)(=O)=O.[O-]S(C(F)(F)F)(=O)=O.[CH3:49][C:50]1[CH:51]=[C:52](B(O)O)[CH:53]=[CH:54][C:55]=1[CH3:56].C(=O)([O-])[O-].[Na+].[Na+]>ClCCl.O1CCOCC1.O.C1C=CC([P]([Pd]([P](C2C=CC=CC=2)(C2C=CC=CC=2)C2C=CC=CC=2)([P](C2C=CC=CC=2)(C2C=CC=CC=2)C2C=CC=CC=2)[P](C2C=CC=CC=2)(C2C=CC=CC=2)C2C=CC=CC=2)(C2C=CC=CC=2)C2C=CC=CC=2)=CC=1.CCOC(C)=O>[CH3:49][C:50]1[CH:51]=[C:52]([C:2]2[C:3]3[CH:16]=[N:15][N:14]([CH2:17][C:18]4[CH:23]=[CH:22][C:21]([O:24][CH3:25])=[CH:20][CH:19]=4)[C:4]=3[C:5](=[O:13])[N:6]([CH3:12])[C:7]=2[C:8]([O:10][CH3:11])=[O:9])[CH:53]=[CH:54][C:55]=1[CH3:56] |f:4.5.6,^1:79,81,100,119|. Reported procedure: To a solution of methyl 4-hydroxy-1-(4-methoxybenzyl)-6-methyl-7-oxo-6,7-dihydro-1H-pyrazolo[3,4-c]pyridine-5-carboxylate (585 mg, 1.7 mmol) in dichloromethane (15 mL) was added TEA (0.48 mL, 3.4 mmol) and the mixture was cooled to 0° C. and triflic anhydride (0.32 mL, 1.87 mmol) was added dropwise. After 1 h the mixture was washed with saturated sodium bicarbonate/water and brine. The organic phase was dried over sodium sulfate and concentrated. To a solution of crude triflate in 1,4-dioxane (1... The reactants are [Mg] (magnesium), S(O)(O)(=O)=O (sulfuric acid), ice water, BrC=1C=C(C=CC1)Cl (3-bromochlorobenzene), C(C1=CC=CC=C1)#N (benzonitrile). Run in O1CCCC1 (tetrahydrofuran), O1CCCC1 (tetrahydrofuran), O1CCCC1 (tetrahydrofuran). Product: ClC=1C=C(C(=O)C2=CC=CC=C2)C=CC1 (3-chlorobenzophenone). As a reaction SMILES: [Mg].Br[C:3]1[CH:4]=[C:5]([Cl:9])[CH:6]=[CH:7][CH:8]=1.[C:10](#N)[C:11]1[CH:16]=[CH:15][CH:14]=[CH:13][CH:12]=1.S(=O)(=O)(O)[OH:19]>O1CCCC1>[Cl:9][C:5]1[CH:4]=[C:3]([CH:8]=[CH:7][CH:6]=1)[C:10]([C:11]1[CH:16]=[CH:15][CH:14]=[CH:13][CH:12]=1)=[O:19]. Reported procedure: To a suspension of 6.4 g. (0.266 mole) of magnesium turnings in 50 ml. of tetrahydrofuran was added dropwise 51 g. (0.268 mole) of 3-bromochlorobenzene in 100 ml. of dried tetrahydrofuran and the mixture refluxed for one hour. The cooled reaction mixture was added to 27.4 g. (0.266 mole) of benzonitrile in 100 ml. of tetrahydrofuran and refluxed for one hour. The reaction mixture was poured carefully into 100 ml. of ice/water and 10 ml. of concentrated sulfuric acid and heated on a steam bath fo... Reactants: CC(O)=S, CN(C)C=O, CS(=O)(=O)OC1CC(C(=O)N2CCN(CCOC(=O)OCc3ccc([N+](=O)[O-])cc3)CC2)N(C(=O)OCc2ccc([N+](=O)[O-])cc2)C1, [Cl-], [H-], [Na+], [Na+]. Product: O=C(OCCN1CCN(C(=O)C2CC(S)CN2C(=O)OCc2ccc([N+](=O)[O-])cc2)CC1)OCc1ccc([N+](=O)[O-])cc1. Reaction SMILES: [C:1]([OH:2])(=[S:3])[CH3:4].[CH3:56][N:57]([CH3:58])[CH:59]=[O:60].[CH3:7][S:8]([O:9][CH:12]1[CH2:13][CH:14]([C:30](=[O:31])[N:32]2[CH2:33][CH2:34][N:35]([CH2:38][CH2:39][O:40][C:41](=[O:42])[O:43][CH2:44][c:45]3[cH:46][cH:47][c:48]([N+:51](=[O:52])[O-:53])[cH:49][cH:50]3)[CH2:36][CH2:37]2)[N:15]([C:17](=[O:18])[O:19][CH2:20][c:21]2[cH:22][cH:23][c:24]([N+:27](=[O:28])[O-:29])[cH:25][cH:26]2)[CH2:16]1)(=[O:10])=[O:11].[Cl-:55].[H-:5].[Na+:54].[Na+:6]>>[SH:3][CH:12]1[CH2:13][CH:14]([C:30](=[O:31])[N:32]2[CH2:33][CH2:34][N:35]([CH2:38][CH2:39][O:40][C:41](=[O:42])[O:43][CH2:44][c:45]3[cH:46][cH:47][c:48]([N+:51](=[O:52])[O-:53])[cH:49][cH:50]3)[CH2:36][CH2:37]2)[N:15]([C:17](=[O:18])[O:19][CH2:20][c:21]2[cH:22][cH:23][c:24]([N+:27](=[O:28])[O-:29])[cH:25][cH:26]2)[CH2:16]1.